Dataset: the Open Reaction Database (ORD), a public repository of structured organic reaction records. Task: describe an organic reaction: reactants, conditions, products, and yield Starting materials: [OH-].[Na+] (NaOH), FC1=C(C=CC=C1)C1=NN(C=C1C1=CC=C2C(=N1)SC(=N2)NC(C2=CC=CC=C2)=O)C (N-(5-(3-(2-fluorophenyl)-1-methyl-1H-pyrazol-4-yl)thiazolo[5,4-b]pyridine-2-yl)benzamide), [OH-].[Na+] (NaOH), O (water). Run in OS(=O)(=O)O (H2SO4). The product is FC1=C(C=CC=C1)C1=NN(C=C1C1=CC=C2C(=N1)SC(=N2)N)C (5-(3-(2-fluorophenyl)-1-methyl-1H-pyrazol-4-yl)thiazolo[5,4-b]pyridine-2-amine). Yield: 54.8%. As a reaction SMILES: [F:1][C:2]1[CH:7]=[CH:6][CH:5]=[CH:4][C:3]=1[C:8]1[C:12]([C:13]2[N:18]=[C:17]3[S:19][C:20]([NH:22]C(=O)C4C=CC=CC=4)=[N:21][C:16]3=[CH:15][CH:14]=2)=[CH:11][N:10]([CH3:31])[N:9]=1.O.[OH-].[Na+]>OS(O)(=O)=O>[F:1][C:2]1[CH:7]=[CH:6][CH:5]=[CH:4][C:3]=1[C:8]1[C:12]([C:13]2[N:18]=[C:17]3[S:19][C:20]([NH2:22])=[N:21][C:16]3=[CH:15][CH:14]=2)=[CH:11][N:10]([CH3:31])[N:9]=1 |f:2.3|. Procedure: A solution of N-(5-(3-(2-fluorophenyl)-1-methyl-1H-pyrazol-4-yl)thiazolo[5,4-b]pyridine-2-yl)benzamide (0.36 g, 0.838 mmol, 1.0 eq.) in 70% aqueous H2SO4 (4.2 mL) was heated at 105° C. for 2 h. After cooling to room temperature, the reaction mixture was added to water. At 0° C., 30% aqueous NaOH followed by solid NaOH were added until pH ˜13 by litmus paper. The precipitate was washed with water and dried to give 5-(3-(2-fluorophenyl)-1-methyl-1H-pyrazol-4-yl)thiazolo[5,4-b]pyridine-2-amine as a... Reactants: C(C)(C)(C)OC(=O)N1[C@@H](C[C@@H](C1)N(C1=NC=C(C=N1)Br)CC1=CC(=CC(=C1)C(F)(F)F)C(F)(F)F)CC ((2R,4S)-4-[(3,5-Bis-trifluoromethyl-benzyl)-(5-bromo-pyrimidin-2-yl)-amino]-2-ethyl-pyrrolidine-1-carboxylic acid tert-butyl ester), N1CCOCC1 (morpholine), C(C)(C)(C)P(C1=C(C=CC=C1)C1=CC=CC=C1)C(C)(C)C (2-(di-tert-butylphosphino)biphenyl), CC(C)([O-])C.[Na+] (sodium tert-butoxide). The reagents and catalysts are C=1C=CC(=CC1)/C=C/C(=O)/C=C/C2=CC=CC=C2.C=1C=CC(=CC1)/C=C/C(=O)/C=C/C2=CC=CC=C2.C=1C=CC(=CC1)/C=C/C(=O)/C=C/C2=CC=CC=C2.[Pd].[Pd] (tris(dibenzylideneacetone)dipalladium(0)). Solvent: C1(=CC=CC=C1)C (toluene). Conditions: temperature 100 celsius, time 3 hour. The product is C(C)(C)(C)OC(=O)N1[C@@H](C[C@@H](C1)N(C1=NC=C(C=N1)N1CCOCC1)CC1=CC(=CC(=C1)C(F)(F)F)C(F)(F)F)CC ((2R,4S)-4-[(3,5-Bis-trifluoromethyl-benzyl)-(5-morpholin-4-yl-pyrimidin-2-yl)-amino]-2-ethyl-pyrrolidine-1-carboxylic acid tert-butyl ester). Isolated yield 81.8%. RXN SMILES: [C:1]([O:5][C:6]([N:8]1[CH2:12][C@@H:11]([N:13]([CH2:21][C:22]2[CH:27]=[C:26]([C:28]([F:31])([F:30])[F:29])[CH:25]=[C:24]([C:32]([F:35])([F:34])[F:33])[CH:23]=2)[C:14]2[N:19]=[CH:18][C:17](Br)=[CH:16][N:15]=2)[CH2:10][C@H:9]1[CH2:36][CH3:37])=[O:7])([CH3:4])([CH3:3])[CH3:2].[NH:38]1[CH2:43][CH2:42][O:41][CH2:40][CH2:39]1.C(P(C(C)(C)C)C1C=CC=CC=1C1C=CC=CC=1)(C)(C)C.CC(C)([O-])C.[Na+]>C1(C)C=CC=CC=1.C1C=CC(/C=C/C(/C=C/C2C=CC=CC=2)=O)=CC=1.C1C=CC(/C=C/C(/C=C/C2C=CC=CC=2)=O)=CC=1.C1C=CC(/C=C/C(/C=C/C2C=CC=CC=2)=O)=CC=1.[Pd].[Pd]>[C:1]([O:5][C:6]([N:8]1[CH2:12][C@@H:11]([N:13]([CH2:21][C:22]2[CH:27]=[C:26]([C:28]([F:31])([F:30])[F:29])[CH:25]=[C:24]([C:32]([F:35])([F:34])[F:33])[CH:23]=2)[C:14]2[N:19]=[CH:18][C:17]([N:38]3[CH2:43][CH2:42][O:41][CH2:40][CH2:39]3)=[CH:16][N:15]=2)[CH2:10][C@H:9]1[CH2:36][CH3:37])=[O:7])([CH3:4])([CH3:3])[CH3:2] |f:3.4,6.7.8.9.10|. Procedure: (2R,4S)-4-[(3,5-Bis-trifluoromethyl-benzyl)-(5-bromo-pyrimidin-2-yl)-amino]-2-ethyl-pyrrolidine-1-carboxylic acid tert-butyl ester (0.50 mmol; 299 mg), morpholine (1.0 mmol; 87 mg), tris(dibenzylideneacetone)dipalladium(0) (0.025 mmol; 22.9 mg), 2-(di-tert-butylphosphino)biphenyl (0.05 mmol; 14.9 mg) and sodium tert-butoxide (1.0 mmol; 96 mg) are dissolved in toluene (2.5 mL). The mixture is stirred for 3 hours at 100° C., and then cooled to ambient temperature. The reaction mixture is quenched ... The reactants are BrC=1C=CC=2N(C1)C=CN2 (6-bromoimidazo[1,2-a]pyridine), C(C)(=O)[O-].[Na+] (sodium acetate), CO (MeOH), BrC=1C=CC=2N(C1)C(=CN2)I (6-bromo-3-iodoimidazo[1,2-a]pyridine), II (iodine). Reaction conditions: temperature 0 celsius, time 20 hour. Yields the product BrC=1C=CC=2N(C1)C(=CN2)C=2C=NC(=C(C2)OC)OC (6-Bromo-3-(5,6-dimethoxy-3-pyridinyl)imidazo[1,2-a]pyridine). RXN SMILES: [Br:1][C:2]1[CH:3]=[CH:4][C:5]2[N:6]([C:8](I)=[CH:9][N:10]=2)[CH:7]=1.Br[C:13]1[CH:14]=[CH:15][C:16]2[N:17](C=CN=2)[CH:18]=1.[C:22]([O-:25])(=O)C.[Na+].II.[CH3:29][OH:30]>>[Br:1][C:2]1[CH:3]=[CH:4][C:5]2[N:6]([C:8]([C:13]3[CH:18]=[N:17][C:16]([O:25][CH3:22])=[C:15]([O:30][CH3:29])[CH:14]=3)=[CH:9][N:10]=2)[CH:7]=1 |f:2.3|. Reported procedure: 6-bromo-3-iodoimidazo[1,2-a]pyridine. To a 150 mL round bottomed flask was added 6-bromoimidazo[1,2-a]pyridine (5.00 g, 25.4 mmol), anhydrous sodium acetate (5.69 g, 69.4 mmol) and MeOH (60 mL). The resulting mixture was cooled to 0° C. followed by adding iodine (7.13 g, 28.1 mmol). After the addition, ice bath was removed. It was warmed up to rt and continued to stir for 20 h. The precipitate in the reaction mixture was collected by filtration. The precipitate was washed with MeOH and dried to ... Starting materials: [Al+3], C1CCOC1, CCOC(C)=O, [H-], [H-], [H-], [H-], [Li+], [N-]=[N+]=NCc1ccc2cnn(C3CCCCO3)c2c1, [Na+], [OH-]. The product is NCc1ccc2cnn(C3CCCCO3)c2c1. RXN SMILES: [Al+3:2].[CH2:34]1[O:35][CH2:36][CH2:37][CH2:38]1.[CH3:28][CH2:29][O:30][C:31](=[O:32])[CH3:33].[H-:1].[H-:4].[H-:5].[H-:6].[Li+:3].[N:7](=[N+:8]=[N-:9])[CH2:10][c:11]1[cH:12][cH:13][c:14]2[cH:15][n:16][n:17]([CH:20]3[O:21][CH2:22][CH2:23][CH2:24][CH2:25]3)[c:18]2[cH:19]1.[Na+:27].[OH-:26]>>[NH2:7][CH2:10][c:11]1[cH:12][cH:13][c:14]2[cH:15][n:16][n:17]([CH:20]3[O:21][CH2:22][CH2:23][CH2:24][CH2:25]3)[c:18]2[cH:19]1.